Dataset: the Open Reaction Database (ORD), a public repository of structured organic reaction records. Task: describe an organic reaction: reactants, conditions, products, and yield The reactants are N1CCNCC1 (piperazine), O1C(CCC1)C(=O)O (tetrahydro 2-furanoic acid). Run in xylenes. Yields the product O1C(CCC1)C(=O)N1CCNCC1 (N-(Tetrahydrofuran-2-Carbonyl) Piperazine). Isolated yield 45.6%. RXN SMILES: [NH:1]1[CH2:6][CH2:5][NH:4][CH2:3][CH2:2]1.[O:7]1[CH2:11][CH2:10][CH2:9][CH:8]1[C:12](O)=[O:13]>>[O:7]1[CH2:11][CH2:10][CH2:9][CH:8]1[C:12]([N:1]1[CH2:6][CH2:5][NH:4][CH2:3][CH2:2]1)=[O:13]. Procedure: A suspension of piperazine (7.23 g, 0.084 mol) in xylenes (50 mL) was added tetrahydro 2-furanoic acid (4.85 g, 0.042 mol). The mixture was heated to reflux for 28 hours. The reaction mixture was cooled to room temperature and filtered. The filtrate was concentrated to give 3.53 g of product (46% yield). Starting materials: CC(C)(C)OC(=O)NC1Cc2ccc(C(=O)O)cc2C1, CC(=O)O, Cl, NC(=O)C1CNCCO1, C1COCCO1. Yields the product Cl, NC1Cc2ccc(C(=O)O)cc2C1, NC(=O)C1CNCCO1. Reaction SMILES: [C:10]([O:11][C:12](=[O:13])[NH:17][CH:18]1[CH2:19][c:20]2[cH:21][cH:22][c:23]([C:27](=[O:28])[OH:29])[cH:24][c:25]2[CH2:26]1)([CH3:14])([CH3:15])[CH3:16].[CH3:37][C:38](=[O:39])[OH:40].[ClH:36].[O:1]1[CH:2]([C:7](=[O:8])[NH2:9])[CH2:3][NH:4][CH2:5][CH2:6]1.[O:30]1[CH2:31][CH2:32][O:33][CH2:34][CH2:35]1>>[ClH:36].[NH2:17][CH:18]1[CH2:19][c:20]2[cH:21][cH:22][c:23]([C:27](=[O:28])[OH:29])[cH:24][c:25]2[CH2:26]1.[O:1]1[CH:2]([C:7](=[O:8])[NH2:9])[CH2:3][NH:4][CH2:5][CH2:6]1. The product is CC(=C)CC(C)(C)C.C(C=C)(=O)OCCCO.C(C(=C)C)(=O)OCCCC.C=CC1=CC=CC=C1.C(C=C)(=O)OCCCC (diisobutylene hydroxypropyl acrylate butyl methacrylate styrene butyl acrylate). Starting materials: acrylates, C(C=C)(=O)OCCCO (hydroxypropyl acrylate), CC(=C)CC(C)(C)C (diisobutylene), C(C=C)(=O)OCCCC (butyl acrylate), C=CC1=CC=CC=C1 (styrene), methacrylates, C=CC1=CC=CC=C1 (styrene), C(C(=C)C)(=O)OCCCC (butyl methacrylate). Reaction SMILES: [CH2:1]=[CH:2][C:3]1[CH:8]=[CH:7][CH:6]=[CH:5][CH:4]=1.[CH3:9][C:10]([CH2:12][C:13]([CH3:16])([CH3:15])[CH3:14])=[CH2:11].[C:17]([O:21][CH2:22][CH2:23][CH2:24][OH:25])(=[O:20])[CH:18]=[CH2:19].[C:26]([O:31][CH2:32][CH2:33][CH2:34][CH3:35])(=[O:30])[C:27]([CH3:29])=[CH2:28].[C:36]([O:40][CH2:41][CH2:42][CH2:43][CH3:44])(=[O:39])[CH:37]=[CH2:38]>>[CH3:11][C:10]([CH2:12][C:13]([CH3:16])([CH3:15])[CH3:14])=[CH2:9].[C:17]([O:21][CH2:22][CH2:23][CH2:24][OH:25])(=[O:20])[CH:18]=[CH2:19].[C:26]([O:31][CH2:32][CH2:33][CH2:34][CH3:35])(=[O:30])[C:27]([CH3:29])=[CH2:28].[CH2:1]=[CH:2][C:3]1[CH:8]=[CH:7][CH:6]=[CH:5][CH:4]=1.[C:36]([O:40][CH2:41][CH2:42][CH2:43][CH3:44])(=[O:39])[CH:37]=[CH2:38] |f:5.6.7.8.9|. Reaction conditions: temperature 150 celsius, time 2 hour. Procedure details: Charge 1 was added to a 4-liter stirred stainless steel pressure reactor. The reactor was then pressurized with nitrogen providing a 5 psig pad on the reactor. The agitation on the reactor was set at 500 rpm and the reactor temperature was adjusted to 150° C. Charge 2 was added to the reactor at an addition rate of 36 grams/hour over 2.5 hours. After 15 minutes Charge 3 was added to reactor at the addition rate 1000 grams/hour over 2 hours. During the monomer addition the temperature was maintai... Reactants: CC(C)CN, C1=CN=C(C=C1Cl)Cl. Reagents/catalysts: CC(C)(C)[O-].[Na+], CC(C1CCCC1P(C2CCCCC2)C3CCCCC3)P(C(C)(C)C)C(C)(C)C.C1CCCC1.[Fe], CC(=O)O.CC(=O)O.[Pd]. Solvent: COCCOC. Conditions: temperature 80 celsius. Product: CC(C)CNC1=NC=CC(=C1)Cl. Isolated yield 0.0%. Reported procedure: palladium(II) acetate (0.018 g, 0.08 mmol), (R)-(-)-1-[(S)-2-(DICYCLOHEXYLPHOSPHINO)FERROCENYL]ETHYLDI-T-BUTYLPHOSPHINE (0.066 g, 0.12 mmol), sodium tert-butoxide (0.194 g, 2.02 mmol), 2-methylpropan-1-amine (0.100 mL, 1.01 mmol) and 2,4-dichloropyridine (0.151 mL, 1.01 mmol) were suspended in DME (4 mL) and sealed into a microwave tube. The reaction was heated to 80 °C for 30 minutes in the microwave reactor and cooled to RT. Reported procedure: A stirred mixture of 3,4-diaminopyridine (10.0 g, 0.092 mol) and formic acid (20 ml) was heated under reflux for 2.5 hours. The resulting mixture was cooled and the formic acid was evaporated off under reduced pressure to a yield a residue. The residue was dissolved in ethanol (300 ml) at 80° C. and the resulting solution was treated with calcuim carbonate (10 g) and neutralized by stirring under reflux for 1 hour. The hot mixture was filtered and the residue was washed with hot ethanol (3×300 m... The reactants are NC=1C=NC=CC1N (3,4-diaminopyridine), C(=O)O (formic acid), C([O-])([O-])=O (carbonate). Yields the product C(=O)NC=1C=NC=CC1NC=O (3,4-diformylaminopyridine). Solvent: C(C)O (ethanol). As a reaction SMILES: [NH2:1][C:2]1[CH:3]=[N:4][CH:5]=[CH:6][C:7]=1[NH2:8].[CH:9]([OH:11])=O.[C:12](=O)([O-])[O-:13]>C(O)C>[CH:12]([NH:1][C:2]1[CH:3]=[N:4][CH:5]=[CH:6][C:7]=1[NH:8][CH:9]=[O:11])=[O:13]. The reactants are ClC=1C=C(C=CC1S(=O)(=O)C)[C@H](C(=O)NC1=NC=C(N=C1)C(O)C#N)CC1CCCC1 (2(R)-(3-chloro-4-methanesulfonyl-phenyl)-N-[5-(cyano-hydroxy-methyl)-pyrazin-2-yl]-3-cyclopentyl-propionamide), C([O-])([O-])=O.[K+].[K+] (potassium carbonate), OO (hydrogen peroxide). The solvent is CS(=O)C (dimethyl sulfoxide). Reaction conditions: temperature 0 celsius, time 1 hour. Product: C(N)(=O)C(C=1N=CC(=NC1)NC([C@H](CC1CCCC1)C1=CC(=C(C=C1)S(=O)(=O)C)Cl)=O)O (N-[5-(carbamoyl-hydroxy-methyl)-pyrazin-2-yl]-2(R)-(3-chloro-4-methanesulfonyl-phenyl)-3-cyclopentyl-propionamide). The yield is 28.4%. Reaction SMILES: [Cl:1][C:2]1[CH:3]=[C:4]([C@@H:12]([CH2:26][CH:27]2[CH2:31][CH2:30][CH2:29][CH2:28]2)[C:13]([NH:15][C:16]2[CH:21]=[N:20][C:19]([CH:22]([C:24]#[N:25])[OH:23])=[CH:18][N:17]=2)=[O:14])[CH:5]=[CH:6][C:7]=1[S:8]([CH3:11])(=[O:10])=[O:9].C(=O)([O-])[O-:33].[K+].[K+].OO>CS(C)=O>[C:24]([CH:22]([OH:23])[C:19]1[N:20]=[CH:21][C:16]([NH:15][C:13](=[O:14])[C@@H:12]([C:4]2[CH:5]=[CH:6][C:7]([S:8]([CH3:11])(=[O:9])=[O:10])=[C:2]([Cl:1])[CH:3]=2)[CH2:26][CH:27]2[CH2:31][CH2:30][CH2:29][CH2:28]2)=[N:17][CH:18]=1)(=[O:33])[NH2:25] |f:1.2.3|. Procedure: A mixture of 2(R)-(3-chloro-4-methanesulfonyl-phenyl)-N-[5-(cyano-hydroxy-methyl)-pyrazin-2-yl]-3-cyclopentyl-propionamide (prepared as in Example 26, 100 mg, 0.22 mmol) and potassium carbonate (400 mg, 2.9 mmol) in dimethyl sulfoxide (6 mL) was cooled to 0° C. and then was treated dropwise with a 30% aqueous hydrogen peroxide solution (2 mL). The reaction was stirred at 0° C. for 1 h. The resulting mixture was partitioned between ethyl acetate (50 mL) and water (50 mL). The organic layer was se... Starting materials: CC(=O)O, CN1CCCC1=O, CCOC(C)=O, O=c1[nH]ccn1-c1ccc(OCC(F)(F)C(F)F)cc1, CC(OS(=O)(=O)C(F)(F)F)C(=O)OCc1ccccc1, [H-], [Na+], C1CCOC1. Yields the product CC(C(=O)OCc1ccccc1)n1ccn(-c2ccc(OCC(F)(F)C(F)F)cc2)c1=O. RXN SMILES: [CH3:41][C:42](=[O:43])[OH:44].[CH3:45][N:46]1[CH2:47][CH2:48][CH2:49][C:50]1=[O:51].[CH3:59][CH2:60][O:61][C:62](=[O:63])[CH3:64].[F:1][C:2]([CH2:3][O:4][c:5]1[cH:6][cH:7][c:8](-[n:11]2[c:12](=[O:16])[nH:13][cH:14][cH:15]2)[cH:9][cH:10]1)([CH:17]([F:18])[F:19])[F:20].[F:21][C:22]([F:23])([F:24])[S:25]([O:26][CH:27]([C:28](=[O:29])[O:30][CH2:31][c:32]1[cH:33][cH:34][cH:35][cH:36][cH:37]1)[CH3:38])(=[O:39])=[O:40].[H-:52].[Na+:53].[O:54]1[CH2:55][CH2:56][CH2:57][CH2:58]1>>[F:1][C:2]([CH2:3][O:4][c:5]1[cH:6][cH:7][c:8](-[n:11]2[c:12](=[O:16])[n:13]([CH:27]([C:28](=[O:29])[O:30][CH2:31][c:32]3[cH:33][cH:34][cH:35][cH:36][cH:37]3)[CH3:38])[cH:14][cH:15]2)[cH:9][cH:10]1)([CH:17]([F:18])[F:19])[F:20]. The reactants are OC(CCCCCCN1C(=O)N(C=2N=CN(C2C1=O)C)C)CO (1-(7,8-Dihydroxyoctyl)-3,7-dimethylxanthine), [H-].[Na+] (sodium hydride), BrCCCCCCC=C (8-bromo-1-octene), N1C(=O)N(C)C=2N=CN(C)C2C1=O (theobromine). Solvent: CS(=O)C (dimethylsulfoxide), O (water). Conditions: time 30 minute. Yields the product C(CCCCCC=C)N1C(=O)N(C=2N=CN(C2C1=O)C)C (1-(7-octenyl)-3,7-dimethylxanthine). The yield is 97.0%. RXN SMILES: O[CH:2]([CH2:22]O)[CH2:3][CH2:4][CH2:5][CH2:6][CH2:7][CH2:8][N:9]1[C:18](=[O:19])[C:17]2[N:16]([CH3:20])[CH:15]=[N:14][C:13]=2[N:12]([CH3:21])[C:10]1=[O:11].[H-].[Na+].N1C(=O)C2N(C)C=NC=2N(C)C1=O.BrCCCCCCC=C>CS(C)=O.O>[CH2:8]([N:9]1[C:18](=[O:19])[C:17]2[N:16]([CH3:20])[CH:15]=[N:14][C:13]=2[N:12]([CH3:21])[C:10]1=[O:11])[CH2:7][CH2:6][CH2:5][CH2:4][CH2:3][CH:2]=[CH2:22] |f:1.2|. Procedure: 1-(7,8-Dihydroxyoctyl)-3,7-dimethylxanthine was used as an intermediate for the synthesis of inventive compound no. 1514 (example 12). To a suspension of sodium hydride (580 mg, 24.2 mmol) in dimethylsulfoxide (100 ml) was added theobromine (3.96 g, 22.0 mmol). After stirring for 30 min, 8-bromo-1-octene (3.96 g, 22 mmol) was added and the mixture was stirred for 16 hr. The mixture was poured into water (200 ml) and extracted with dichloromethane (3×50 ml). The combined organic layers were washe... The reactants are FC1=CC=C(CN2C(C=CCC2)=O)C=C1 (1-(4-Fluorobenzyl)-5,6-dihydropyridin-2-(1H)-one), [N+](=O)([O-])C(C)C (2-nitropropane), C1CCC2=NCCCN2CC1 (DBU). Reaction conditions: time 48 hour. Yields the product FC1=CC=C(CN2C(CC(CC2)C(C)([N+](=O)[O-])C)=O)C=C1 (1-(4-Fluorobenzyl)-4-(1-methyl-1-nitroethyl)piperidin-2-one). Reaction SMILES: [F:1][C:2]1[CH:15]=[CH:14][C:5]([CH2:6][N:7]2[CH2:12][CH2:11][CH:10]=[CH:9][C:8]2=[O:13])=[CH:4][CH:3]=1.[N+:16]([CH:19]([CH3:21])[CH3:20])([O-:18])=[O:17].C1CCN2C(=NCCC2)CC1>>[F:1][C:2]1[CH:3]=[CH:4][C:5]([CH2:6][N:7]2[CH2:12][CH2:11][CH:10]([C:19]([CH3:21])([N+:16]([O-:18])=[O:17])[CH3:20])[CH2:9][C:8]2=[O:13])=[CH:14][CH:15]=1. Procedure: To a solution 1-(4-fluorobenzyl)-5,6-dihydropyridin-2(1H)-one (see Step 3 of Example 1) (0.75 g, 3.65 mmol) in 2-nitropropane (9.77 g, 109 mmol) was added DBU (0.56 g, 3.65 mmol). After stirring for 48 hours, the reaction mixture was concentrated under vacuum. The residual material was purified using silica gel column chromatography eluting with CH2Cl2. The appropriate fractions were combined and concentrated to afford the title compound. 1H NMR (400 MHz, CDCl3) δ 7.44 (m, 2H), 7.04 (t, J=9 Hz, ...